Dataset: the Open Reaction Database (ORD), a public repository of structured organic reaction records. Task: describe an organic reaction: reactants, conditions, products, and yield Reactants: [I-].[Na+] (Sodium iodide), [Cl-].[Al+3].[Cl-].[Cl-] (aluminum chloride), mixture, Cl (HCl), [O-]S(=O)[O-].[Na+].[Na+] (Na2SO3), ClC=1C2=C(SC1C(=O)N1CC(OC(C1)C)C)C=C(C(=C2)OC)OC ((3-chloro-5,6-dimethoxy-benzo[b]thiophen-2-yl)-(2,6-dimethyl-morpholin-4-yl)-methanone). The solvent is C(C)#N (acetonitrile), O (water). Conditions: temperature 50 celsius. The product is ClC=1C2=C(SC1C(=O)N1CC(OC(C1)C)C)C=C(C(=C2)O)O ((3-Chloro-5,6-dihydroxy-benzo[b]thiophen-2-yl)-(2,6-dimethyl-morpholin-4-yl)-methanone). RXN SMILES: [I-].[Na+].[Cl-].[Al+3].[Cl-].[Cl-].[Cl:7][C:8]1[C:9]2[CH:26]=[C:25]([O:27]C)[C:24]([O:29]C)=[CH:23][C:10]=2[S:11][C:12]=1[C:13]([N:15]1[CH2:20][CH:19]([CH3:21])[O:18][CH:17]([CH3:22])[CH2:16]1)=[O:14].Cl.[O-]S([O-])=O.[Na+].[Na+]>C(#N)C.O>[Cl:7][C:8]1[C:9]2[CH:26]=[C:25]([OH:27])[C:24]([OH:29])=[CH:23][C:10]=2[S:11][C:12]=1[C:13]([N:15]1[CH2:16][CH:17]([CH3:22])[O:18][CH:19]([CH3:21])[CH2:20]1)=[O:14] |f:0.1,2.3.4.5,8.9.10|. Procedure details: Sodium iodide (1.62 g) was added to a solution of aluminum chloride (2.16 g) in acetonitrile (5 ml). After 30 minutes stirring (3-chloro-5,6-dimethoxy-benzo[b]thiophen-2-yl)-(2,6-dimethyl-morpholin-4-yl)-methanone was added and the mixture was heated at 50° C. for 12 hours. To the mixture 2 N HCl (4 ml), Na2SO3 (0.68 g) and water were added and the mixture was heated at 60° C. for 30 minutes and then cooled to room temperature. The precipitate was filtered. The reactants are NO (hydroxylamine), CC1=CC=C(O1)S(=O)(=O)Cl (5-methylfuran-2-sulfonyl chloride), CCCCCC (hexane), aqueous solution, O (water). Solvent: C(C)(=O)OCC (ethyl acetate), C1CCOC1 (THF), C1CCOC1 (THF). Reaction conditions: time 5 minute. Yields the product ONS(=O)(=O)C=1OC(=CC1)C (N-Hydroxy-5-methylfuran-2-sulfonamide). The yield is 61.0%. As a reaction SMILES: [NH2:1][OH:2].O.[CH3:4][C:5]1[O:9][C:8]([S:10](Cl)(=[O:12])=[O:11])=[CH:7][CH:6]=1.CCCCCC>C1COCC1.C(OCC)(=O)C>[OH:2][NH:1][S:10]([C:8]1[O:9][C:5]([CH3:4])=[CH:6][CH:7]=1)(=[O:12])=[O:11]. Reported procedure: To a solution of hydroxylamine (0.92 mL of a 50% aqueous solution; 13.8 mmol) in THF (6 mL) and water (2 mL) cooled to 0° C. was added 5-methylfuran-2-sulfonyl chloride (1 g, 5.5 mmol) as a solution in THF (6 mL) dropwise so as to maintain the temperature below 10° C. The reaction was stirred for 5 minutes, after which time TLC (1:1 hexane:ethyl acetate (H:EA)) showed substantially complete consumption of the sulfonyl chloride. The reaction was diluted twice with 50 mL dichloromethane (DCM) and ... The reactants are ClC1=C(C(=NC2=C(C=CC=C12)F)C1=NC=CC=C1)C (4-chloro-8-fluoro-3-methyl-2-(pyridin-2-yl)quinoline), O1CCN(CC1)C1=C(N)C=C(C=C1)N1CCOCC1 (2,5-dimorpholinoaniline), solution, Cl (HCl), O1CCOCC1 (dioxane). Run in CO (MeOH). Product: N1(CCOCC1)C1=C(C=C(C=C1)N1CCOCC1)NC1=C(C(=NC2=C(C=CC=C12)F)C1=NC=CC=C1)C (N-(2,5-di-4-Morpholinylphenyl)-8-fluoro-3-methyl-2-(2-pyridinyl)-4-quinolinamine). Reaction SMILES: Cl[C:2]1[C:11]2[C:6](=[C:7]([F:12])[CH:8]=[CH:9][CH:10]=2)[N:5]=[C:4]([C:13]2[CH:18]=[CH:17][CH:16]=[CH:15][N:14]=2)[C:3]=1[CH3:19].[O:20]1[CH2:25][CH2:24][N:23]([C:26]2[CH:32]=[CH:31][C:30]([N:33]3[CH2:38][CH2:37][O:36][CH2:35][CH2:34]3)=[CH:29][C:27]=2[NH2:28])[CH2:22][CH2:21]1.Cl.O1CCOCC1>CO>[N:23]1([C:26]2[CH:32]=[CH:31][C:30]([N:33]3[CH2:34][CH2:35][O:36][CH2:37][CH2:38]3)=[CH:29][C:27]=2[NH:28][C:2]2[C:11]3[C:6](=[C:7]([F:12])[CH:8]=[CH:9][CH:10]=3)[N:5]=[C:4]([C:13]3[CH:18]=[CH:17][CH:16]=[CH:15][N:14]=3)[C:3]=2[CH3:19])[CH2:24][CH2:25][O:20][CH2:21][CH2:22]1. Reported procedure: Prepared according to general Procedure K using 4-chloro-8-fluoro-3-methyl-2-(pyridin-2-yl)quinoline (95 mg, 0.348 mmol), 2,5-dimorpholinoaniline (92 mg, 0.348 mmol) and a 4.0M solution of HCl in dioxane (0.09 mL, 0.348 mmol) in MeOH (2.0 mL) and heating in the microwave for 2 h at 150° C. After purification N-(2,5-di-4-morpholinylphenyl)-8-fluoro-3-methyl-2-(2-pyridinyl)-4-quinolinamine was obtained as a yellow film. 1H NMR (400 MHz, chloroform-d) δ ppm 8.72 (1H, dd, J=4.7, 1.6 Hz), 7.87-8.00 (... Reactants: N1C(=NC2=C1C=CC=C2)CN2C[C@H]([C@H](CC2)N)OC (cis-1-(1H-benzimidazol-2-ylmethyl)-3-methoxy-4-piperidinamine), [H][H] (hydrogen). Reagents/catalysts: rhodium-on-charcoal. The solvent is C(C)(=O)O (acetic acid). The product is CO[C@@H]1CN(CC[C@@H]1N)CC1=NC2=C(N1)CCCC2 (cis-3-methoxy-1-[(4,5,6,7-tetrahydro-1H-benzimidazol-2-yl)-methyl]-4-piperidinamine), intermediate 113. RXN SMILES: [NH:1]1[C:5]2[CH:6]=[CH:7][CH:8]=[CH:9][C:4]=2[N:3]=[C:2]1[CH2:10][N:11]1[CH2:16][CH2:15][C@H:14]([NH2:17])[C@H:13]([O:18][CH3:19])[CH2:12]1.[H][H]>C(O)(=O)C>[CH3:19][O:18][C@H:13]1[C@@H:14]([NH2:17])[CH2:15][CH2:16][N:11]([CH2:10][C:2]2[NH:1][C:5]3[CH2:6][CH2:7][CH2:8][CH2:9][C:4]=3[N:3]=2)[CH2:12]1. Reported procedure: A mixture of 9 parts of cis-1-(1H-benzimidazol-2-ylmethyl)-3-methoxy-4-piperidinamine and 150 parts of acetic acid was hydrogenated at normal pressure and at room temperature with 2 parts of rhodium-on-charcoal catalyst 5%. After the calculated amount of hydrogen was taken up, the catalyst was filtered off and the filtrate was evaporated. The residue was purified by column-chromatography over silica gel using a mixture of trichloromethane and methanol (90:10 by volume) saturated with ammonia, as... Starting materials: O=C(O)c1cc(Br)cnc1F, CCNCC, CC#N. The product is CCN(CC)c1ncc(Br)cc1C(=O)O. Reaction SMILES: [Br:1][c:2]1[cH:3][n:4][c:5]([F:11])[c:6]([C:7](=[O:8])[OH:9])[cH:10]1.[CH2:12]([CH3:13])[NH:14][CH2:15][CH3:16].[CH3:17][C:18]#[N:19]>>[Br:1][c:2]1[cH:3][n:4][c:5]([N:14]([CH2:12][CH3:13])[CH2:15][CH3:16])[c:6]([C:7](=[O:8])[OH:9])[cH:10]1.